This data is from the Open Reaction Database (ORD), a public repository of structured organic reaction records. The task is: describe an organic reaction: reactants, conditions, products, and yield The reactants are diazonium salt, NC=1C=C(C(=O)O)C=C(C1)[N+](=O)[O-] (3-Amino-5-nitrobenzoic acid), [C-]#N.[K+] (KCN), N(=O)[O-].[Na+] (NaNO2), C(=O)([O-])[O-].[Na+].[Na+] (Na2CO3). The reagents and catalysts are [O-]S(=O)(=O)[O-].[Cu+2] (CuSO4). Solvent: Cl (hydrochloric acid), Cl (hydrochloric acid), O (water), O (water), O (water), O (water). The product is C(#N)C=1C=C(C(=O)O)C=C(C1)[N+](=O)[O-] (3-cyano-5-nitrobenzoic acid). The yield is 93.8%. Reaction SMILES: N[C:2]1[CH:3]=[C:4]([CH:8]=[C:9]([N+:11]([O-:13])=[O:12])[CH:10]=1)[C:5]([OH:7])=[O:6].N([O-])=O.[Na+].C([O-])([O-])=O.[Na+].[Na+].[C-:24]#[N:25].[K+]>Cl.O.[O-]S([O-])(=O)=O.[Cu+2]>[C:24]([C:2]1[CH:3]=[C:4]([CH:8]=[C:9]([N+:11]([O-:13])=[O:12])[CH:10]=1)[C:5]([OH:7])=[O:6])#[N:25] |f:1.2,3.4.5,6.7,10.11|. Procedure: 3-Amino-5-nitrobenzoic acid (3.64 g, 20 mM) was dissolved in concentrated hydrochloric acid (20 ml), diluted with water (75 ml), cooled to 0°, and added over 30 minutes to a solution of NaNO2 (1.38 g, 20 mM) in water (10 ml). The pH was adjusted to 6.2 with saturated Na2CO3 solution. A mixture of CuSO4. 5H2O (10 g, 42 mM) in water (40 ml) and KCN (10 g, 154 mM) in water (20 ml) was heated to 65°, the solution of diazonium salt added over 15 minutes, and the mixture refluxed for 40 minutes. After... The reactants are COC1=CC=C(C=C1)C1(OC2=C(O1)C=CC=C2)C2CCNCC2 (4-[2-(4-methoxy-phenyl)-benzo[1,3]dioxol-2-yl]-piperidine), O=C(CCN1C(C2=CC=CC=C2C1=O)=O)C (2-(3-oxo-butyl)-isoindole-1,3-dione). The product is COC1=CC=C(C=C1)C1(OC2=C(O1)C=CC=C2)C2CCN(CC2)C(CCN)C (3-{4-[2-(4-methoxy-phenyl)-benzo[1,3]dioxol-2-yl]-piperidin-1-yl}-butylamine). Reaction SMILES: [CH3:1][O:2][C:3]1[CH:8]=[CH:7][C:6]([C:9]2([CH:18]3[CH2:23][CH2:22][NH:21][CH2:20][CH2:19]3)[O:13][C:12]3[CH:14]=[CH:15][CH:16]=[CH:17][C:11]=3[O:10]2)=[CH:5][CH:4]=1.O=[C:25]([CH3:39])[CH2:26][CH2:27][N:28]1C(=O)C2C(=CC=CC=2)C1=O>>[CH3:1][O:2][C:3]1[CH:8]=[CH:7][C:6]([C:9]2([CH:18]3[CH2:23][CH2:22][N:21]([CH:25]([CH3:39])[CH2:26][CH2:27][NH2:28])[CH2:20][CH2:19]3)[O:13][C:12]3[CH:14]=[CH:15][CH:16]=[CH:17][C:11]=3[O:10]2)=[CH:5][CH:4]=1. Procedure details: Using general procedure B with the above amine (335 mg, 1.02 mmol) and 2-(3-oxo-butyl)-isoindole-1,3-dione (837 mg, 2.56 mmol) and then using general procedure D afforded 3-{4-[2-(4-methoxy-phenyl)-benzo[1,3]dioxol-2-yl]-piperidin-1-yl}-butylamine as a colourless oil (240 mg, 62% over 2 steps).